From a dataset of the Open Reaction Database (ORD), a public repository of structured organic reaction records. describe an organic reaction: reactants, conditions, products, and yield Run in O1CCCC1 (tetrahydrofuran). As a reaction SMILES: [F:1][C:2]1[CH:7]=[CH:6][C:5]([C:8]([C:16]2[CH:21]=[CH:20][C:19]([F:22])=[C:18]([CH3:23])[CH:17]=2)=[CH:9][C:10]2[N:14]([CH3:15])[N:13]=[N:12][N:11]=2)=[CH:4][C:3]=1[CH3:24].C([Li])CCC.[CH:30](OCC)=[O:31]>O1CCCC1>[F:1][C:2]1[CH:7]=[CH:6][C:5]([C:8]([C:16]2[CH:21]=[CH:20][C:19]([F:22])=[C:18]([CH3:23])[CH:17]=2)=[C:9]([C:10]2[N:14]([CH3:15])[N:13]=[N:12][N:11]=2)[CH:30]=[O:31])=[CH:4][C:3]=1[CH3:24]. Product: FC1=C(C=C(C=C1)C(=C(C=O)C1=NN=NN1C)C1=CC(=C(C=C1)F)C)C (3,3-Bis(4-fluoro-3-methylphenyl)-2-(1-methyl-1H-tetrazol-5-yl)-2-propenal). Reaction conditions: temperature -78 celsius, time 0.5 hour. Isolated yield 56.4%. Reactants: FC1=C(C=C(C=C1)C(=CC1=NN=NN1C)C1=CC(=C(C=C1)F)C)C (1,1-bis(4-fluoro-3-methylphenyl)-2-(1-methyltetrazol-5-yl)ethene), C(CCC)[Li] (n-butyllithium), C(=O)OCC (Ethyl formate). Reported procedure: A solution of 1,1-bis(4-fluoro-3-methylphenyl)-2-(1-methyltetrazol-5-yl)ethene (3.58 g, 11.0 mmoles)) in dry tetrahydrofuran (20 mL) at -78° C. was treated with n-butyllithium (5.3 ml of 2.5M solution in hexane; 13.25 mmoles) and the mixture stirred at -78° C. for 0.5 hours. Ethyl formate (1.33 ml; 1.22 g, 16.5 mmoles) was added and the mixture was allowed to warm up to 23° C. over 1 hour, then quenched with 2N HCl (250 mL). The aqueous phase was extracted with ethyl acetate (3×50 mL) and the co... Reactants: C(C=C)(=O)OC (methyl acrylate), COP(O)C(C)NC(=O)OCC1=CC=CC=C1 (1-benzyloxycarbonylaminoethylphosphonous acid methyl ester), C[O-].[Na+] (sodium methoxide), solution. The solvent is Cl (HCl), CO (methanol), CO (methanol). Reaction conditions: temperature 0 celsius, time 4 hour. Yields the product COP(=O)(CCC(=O)OC)C(C)NC(=O)OCC1=CC=CC=C1 (methyl-1-benzyloxycarbonylaminoethyl-[2-carbomethoxy-1-ethyl]-phosphinate). Isolated yield 70.7%. As a reaction SMILES: [CH3:1][O:2][P:3]([CH:5]([NH:7][C:8]([O:10][CH2:11][C:12]1[CH:17]=[CH:16][CH:15]=[CH:14][CH:13]=1)=[O:9])[CH3:6])[OH:4].C[O-].[Na+].[C:21]([O:25][CH3:26])(=[O:24])[CH:22]=[CH2:23]>CO.Cl>[CH3:1][O:2][P:3]([CH:5]([NH:7][C:8]([O:10][CH2:11][C:12]1[CH:13]=[CH:14][CH:15]=[CH:16][CH:17]=1)=[O:9])[CH3:6])([CH2:23][CH2:22][C:21]([O:25][CH3:26])=[O:24])=[O:4] |f:1.2|. Procedure details: To a stirred solution of 0.36 gm (0.0014 mol) of 1-benzyloxycarbonylaminoethylphosphonous acid methyl ester in 3 ml of methanol at 0° C. was added a solution of sodium methoxide in methanol (0.77 ml of a 2N solution) dropwise over 10 minutes whereupon was then added methyl acrylate 0.126 ml (0.0014 mol). The reaction mixture was stirred 30 minutes at 0° C. and 4 hours at room temperature whereupon it was diluted with 1N HCl. The mixture was extracted twice with ethyl acetate. The organic fractio...